From a dataset of the Open Reaction Database (ORD), a public repository of structured organic reaction records. describe an organic reaction: reactants, conditions, products, and yield Starting materials: C(#N)C1=C(C=CC(=C1)C)C1=CC(=CC(=C1)C(=O)OC)C(=O)OCC (3-ethyl 5-methyl 2′-cyano-4′-methylbiphenyl-3,5-dicarboxylate), O1CCOCC1 (1,4-dioxane), [OH-].[Li+] (lithium hydroxide). Solvent: O (water). Conditions: time 2 hour. The product is C(#N)C1=C(C=CC(=C1)C)C1=CC(=CC(=C1)C(=O)OCC)C(=O)O (2′-Cyano-5-(ethoxycarbonyl)-4′-methylbiphenyl-3-carboxylic acid). RXN SMILES: [C:1]([C:3]1[CH:8]=[C:7]([CH3:9])[CH:6]=[CH:5][C:4]=1[C:10]1[CH:15]=[C:14]([C:16]([O:18]C)=[O:17])[CH:13]=[C:12]([C:20]([O:22][CH2:23][CH3:24])=[O:21])[CH:11]=1)#[N:2].O1CCOCC1.[OH-].[Li+]>O>[C:1]([C:3]1[CH:8]=[C:7]([CH3:9])[CH:6]=[CH:5][C:4]=1[C:10]1[CH:11]=[C:12]([C:20]([O:22][CH2:23][CH3:24])=[O:21])[CH:13]=[C:14]([C:16]([OH:18])=[O:17])[CH:15]=1)#[N:2] |f:2.3|. Procedure: A round-bottom flask was charged with 3-ethyl 5-methyl 2′-cyano-4′-methylbiphenyl-3,5-dicarboxylate (0.12 g, 0.33 mmol), 1,4-dioxane (10 mL), and a solution of lithium hydroxide (9 mg, 0.4 mmol) in water (2 mL). The mixture was stirred at room temperature for 2 h. The volatiles were removed under reduced pressure and the residue was acidified with 1 N HCl, and extracted with CH2Cl2. The separated organic phase was dried and concentrated. The residue was purified via flash chromatography to affor... The reactants are [Li]CCCC, C1CCOC1, CC(C)=O, Cn1cnc2c(N3CCOCC3)nc(Cl)nc21. Product: Cn1c(C(C)(C)O)nc2c(N3CCOCC3)nc(Cl)nc21. As a reaction SMILES: [CH2:18]([Li:19])[CH2:20][CH2:21][CH3:22].[CH2:27]1[O:28][CH2:29][CH2:30][CH2:31]1.[CH3:23][C:24]([CH3:25])=[O:26].[Cl:1][c:2]1[n:3][c:4]([N:12]2[CH2:13][CH2:14][O:15][CH2:16][CH2:17]2)[c:5]2[n:6][cH:7][n:8]([CH3:11])[c:9]2[n:10]1>>[Cl:1][c:2]1[n:3][c:4]([N:12]2[CH2:13][CH2:14][O:15][CH2:16][CH2:17]2)[c:5]2[n:6][c:7]([C:24]([CH3:23])([CH3:25])[OH:26])[n:8]([CH3:11])[c:9]2[n:10]1. The reactants are CO, Cc1cc(C=CN(C)C)ccn1, [O-][I+3]([O-])([O-])[O-], [Na+]. The product is Cc1cc(C=O)ccn1. RXN SMILES: [CH3:19][OH:20].[CH3:1][N:2]([CH3:3])[CH:12]=[CH:4][c:5]1[cH:6][c:7]([CH3:11])[n:8][cH:9][cH:10]1.[I+3:13]([O-:14])([O-:15])([O-:16])[O-:17].[Na+:18]>>[CH:4]([c:5]1[cH:6][c:7]([CH3:11])[n:8][cH:9][cH:10]1)=[O:14]. The reactants are C(C)OC[C@]12C(CC([C@H](C=C1)O2)=O)=O ((1S*,5S*)-1-ethoxymethyl-8-oxabicyclo[3.2.1]oct-6-ene-2,4-dione), [H][H] (hydrogen). Reagents/catalysts: [Pd] (palladium on carbon). Run in C(C)(=O)OCC (ethyl acetate). The product is C(C)OC[C@]12C(CC([C@H](CC1)O2)=O)=O ((1S*,5S*)-1-ethoxymethyl-8-oxabicyclo[3.2.1]octane-2,4-dione). Yield: 82.9%. Reaction SMILES: [CH2:1]([O:3][CH2:4][C@@:5]12[O:12][C@@H:9]([CH:10]=[CH:11]1)[C:8](=[O:13])[CH2:7][C:6]2=[O:14])[CH3:2].[H][H]>C(OCC)(=O)C.[Pd]>[CH2:1]([O:3][CH2:4][C@@:5]12[O:12][C@@H:9]([CH2:10][CH2:11]1)[C:8](=[O:13])[CH2:7][C:6]2=[O:14])[CH3:2]. Procedure: To a solution of (1S*,5S*)-1-ethoxymethyl-8-oxabicyclo[3.2.1]oct-6-ene-2,4-dione (2.8 g, 0.014 mol) in ethyl acetate (10 ml) is added 10% palladium on carbon (0.056 g), followed by stirring under a 1 bar hydrogen atmosphere for 24 hours. The reaction mixture is then filtered through diatomaceous earth and the filtrate is concentrated under reduced pressure. The residue is purified by column chromatography on silical gel to afford (1S*,5S*)-1-ethoxymethyl-8-oxabicyclo[3.2.1]octane-2,4-dione (2.3 ... The reactants are BrC=1C(NC(=NC1)C(C)N1CCN(CC1)S(=O)(=O)C1=CC=C(C=C1)OC)=O (5-Bromo-2-{1-[4-(4-methoxy-benzenesulfonyl)-piperazin-1-yl]-ethyl}-3H-pyrimidin-4-one), IC1CCCC1 (iodo-cyclopentane), C([O-])([O-])=O.[K+].[K+] (potassium carbonate). The solvent is CN(C)C=O (DMF). Reaction conditions: temperature 90 celsius. Yields the product BrC=1C(=NC(=NC1)C(C)N1CCN(CC1)S(=O)(=O)C1=CC=C(C=C1)OC)OC1CCCC1 (5-bromo-4-cyclopentyloxy-2-{1-[4-(4-methoxy-benzenesulfonyl)-piperazin-1-yl]-ethyl}-pyrimidine). RXN SMILES: [Br:1][C:2]1[C:3](=[O:27])[NH:4][C:5]([CH:8]([N:10]2[CH2:15][CH2:14][N:13]([S:16]([C:19]3[CH:24]=[CH:23][C:22]([O:25][CH3:26])=[CH:21][CH:20]=3)(=[O:18])=[O:17])[CH2:12][CH2:11]2)[CH3:9])=[N:6][CH:7]=1.I[CH:29]1[CH2:33][CH2:32][CH2:31][CH2:30]1.C(=O)([O-])[O-].[K+].[K+]>CN(C=O)C>[Br:1][C:2]1[C:3]([O:27][CH:29]2[CH2:33][CH2:32][CH2:31][CH2:30]2)=[N:4][C:5]([CH:8]([N:10]2[CH2:15][CH2:14][N:13]([S:16]([C:19]3[CH:24]=[CH:23][C:22]([O:25][CH3:26])=[CH:21][CH:20]=3)(=[O:18])=[O:17])[CH2:12][CH2:11]2)[CH3:9])=[N:6][CH:7]=1 |f:2.3.4|. Procedure: To a solution of 5-Bromo-2-{1-[4-(4-methoxy-benzenesulfonyl)-piperazin-1-yl]-ethyl}-3H-pyrimidin-4-one(100 mg, 0.22 mmol) in 2 ml DMF was added iodo-cyclopentane (85.7 mg, 0.22 mmol) and potassium carbonate (152.0 mg, 1.1 mmol). This reaction was heated to 90° C. for 18 hours. After cooling down to room temperature, the K2CO3 was filtrated. Purification was accomplished by HPLC (Gilson-215, 0.035% TFA in acetonitrile and 0.05% water as mobile phase). The product was collected and dried under red... Reactants: BrC1=CC=C(C=N1)CN1N=C(C(C2=CC=CC=C12)=O)C(=O)OCC (ethyl 1-[(6-bromopyridin-3-yl)methyl]-4-oxo-1,4-dihydrocinnoline-3-carboxylate), C([O-])(O)=O.[Na+] (sodium bicarbonate), CN1N=CC(=C1)B1OC(C(O1)(C)C)(C)C (1-methyl-4-(4,4,5,5-tetramethyl-1,3,2-dioxaborolan-2-yl)-1H-pyrazole), C([O-])([O-])=O.[Cs+].[Cs+] (cesium carbonate). The reagents and catalysts are CC(C)([P](C(C)(C)C)([Pd][P](C(C)(C)C)(C(C)(C)C)C(C)(C)C)C(C)(C)C)C (bis(tri-tert-butylphosphine)palladium(0)). The solvent is O1CCCC1 (tetrahydrofuran). Run at time 1 hour. Product: CN1N=CC(=C1)C1=CC=C(C=N1)CN1N=C(C(C2=CC=CC=C12)=O)C(=O)OCC (ethyl 1-{[6-(1-methyl-1H-pyrazol-4-yl)pyridin-3-yl]methyl}-4-oxo-1,4-dihydrocinnoline-3-carboxylate). Reaction SMILES: Br[C:2]1[N:7]=[CH:6][C:5]([CH2:8][N:9]2[C:18]3[C:13](=[CH:14][CH:15]=[CH:16][CH:17]=3)[C:12](=[O:19])[C:11]([C:20]([O:22][CH2:23][CH3:24])=[O:21])=[N:10]2)=[CH:4][CH:3]=1.[CH3:25][N:26]1[CH:30]=[C:29](B2OC(C)(C)C(C)(C)O2)[CH:28]=[N:27]1.C(=O)([O-])[O-].[Cs+].[Cs+].C(=O)(O)[O-].[Na+]>O1CCCC1.CC(C)([P](C(C)(C)C)([Pd][P](C(C)(C)C)(C(C)(C)C)C(C)(C)C)C(C)(C)C)C>[CH3:25][N:26]1[CH:30]=[C:29]([C:2]2[N:7]=[CH:6][C:5]([CH2:8][N:9]3[C:18]4[C:13](=[CH:14][CH:15]=[CH:16][CH:17]=4)[C:12](=[O:19])[C:11]([C:20]([O:22][CH2:23][CH3:24])=[O:21])=[N:10]3)=[CH:4][CH:3]=2)[CH:28]=[N:27]1 |f:2.3.4,5.6,^1:58,64|. Procedure details: Ethyl 1-[(6-bromopyridin-3-yl)methyl]-4-oxo-1,4-dihydrocinnoline-3-carboxylate [(Example 83, Step 1), 748 mg, 1.93 mmol] and 1-methyl-4-(4,4,5,5-tetramethyl-1,3,2-dioxaborolan-2-yl)-1H-pyrazole (682 mg, 3.28 mmol, 1.7 equiv) were suspended in tetrahydrofuran (15 mL) and treated with an aqueous solution (1.5 mL) of cesium carbonate (1.26 g, 3.85 mmol, 2 equiv). The mixture was sparged under nitrogen, treated with bis(tri-tert-butylphosphine)palladium(0) (197 mg, 0.385 mmol, 0.2 equiv) and placed ... Starting materials: CCO, COC(=O)C(C)(C)COCc1ccccc1, [K+], [OH-]. Yields the product CC(C)(COCc1ccccc1)C(=O)O. Reaction SMILES: [CH3:19][CH2:20][OH:21].[CH3:3][O:4][C:5]([C:6]([CH2:7][O:8][CH2:9][c:10]1[cH:11][cH:12][cH:13][cH:14][cH:15]1)([CH3:16])[CH3:17])=[O:18].[K+:2].[OH-:1]>>[O:4]=[C:5]([C:6]([CH2:7][O:8][CH2:9][c:10]1[cH:11][cH:12][cH:13][cH:14][cH:15]1)([CH3:16])[CH3:17])[OH:18]. The reactants are COC(=O)C(C)N(C(=O)COS(=O)(=O)c1ccc(C)cc1)c1c(C)csc1C, CN(C)N, CCO. Product: COC(=O)C(C)N(C(=O)CNN(C)C)c1c(C)csc1C. As a reaction SMILES: [CH3:1][O:2][C:3]([CH:4]([N:5]([c:6]1[c:7]([CH3:12])[s:8][cH:9][c:10]1[CH3:11])[C:13]([CH2:14][O:15][S:16]([c:17]1[cH:18][cH:19][c:20]([CH3:21])[cH:22][cH:23]1)(=[O:24])=[O:25])=[O:26])[CH3:27])=[O:28].[CH3:29][N:30]([CH3:31])[NH2:32].[CH3:33][CH2:34][OH:35]>>[CH3:1][O:2][C:3]([CH:4]([N:5]([c:6]1[c:7]([CH3:12])[s:8][cH:9][c:10]1[CH3:11])[C:13]([CH2:14][NH:32][N:30]([CH3:29])[CH3:31])=[O:26])[CH3:27])=[O:28].